Dataset: the Open Reaction Database (ORD), a public repository of structured organic reaction records. Task: describe an organic reaction: reactants, conditions, products, and yield Starting materials: COC[C@H](CC=O)N1CCN(CCC1=O)C1=CC(=CC=C1)C(F)(F)F ((S)-4-methoxy-3-[7-oxo-4-(3-trifluoromethyl-phenyl)-[1,4]diazepan-1-yl]-butyraldehyde), Cl.C1CC12[C@@H](CNCC2)O ((S)-6-aza-spiro[2.5]octan-4-ol hydrochloride), Cl.C1CC12[C@@H](CNCC2)O ((S)-6-aza-spiro[2.5]octan-4-ol hydrochloride). The product is O[C@H]1C2(CC2)CCN(C1)CC[C@@H](COC)N1CCN(CCC1=O)C1=CC(=CC=C1)C(F)(F)F (4-[(S)-3-((S)-4-Hydroxy-6-aza-spiro[2.5]oct-6-yl)-1-methoxymethyl-propyl]-1-(3-trifluoromethyl-phenyl)-[1,4]diazepan-5-one). The yield is 58.0%. As a reaction SMILES: [CH3:1][O:2][CH2:3][C@@H:4]([N:8]1[C:14](=[O:15])[CH2:13][CH2:12][N:11]([C:16]2[CH:21]=[CH:20][CH:19]=[C:18]([C:22]([F:25])([F:24])[F:23])[CH:17]=2)[CH2:10][CH2:9]1)[CH2:5][CH:6]=O.Cl.[CH2:27]1[C:29]2([CH2:34][CH2:33][NH:32][CH2:31][C@H:30]2[OH:35])[CH2:28]1>>[OH:35][C@@H:30]1[CH2:31][N:32]([CH2:6][CH2:5][C@H:4]([N:8]2[C:14](=[O:15])[CH2:13][CH2:12][N:11]([C:16]3[CH:21]=[CH:20][CH:19]=[C:18]([C:22]([F:25])([F:23])[F:24])[CH:17]=3)[CH2:10][CH2:9]2)[CH2:3][O:2][CH3:1])[CH2:33][CH2:34][C:29]21[CH2:28][CH2:27]2 |f:1.2|. Procedure: In analogy to the procedure described in example 1K, (S)-4-methoxy-3-[7-oxo-4-(3-trifluoromethyl-phenyl)-[1,4]diazepan-1-yl]-butyraldehyde and (S)-6-aza-spiro[2.5]octan-4-ol hydrochloride (intermediate 2) gave the title compound in 58% yield as light yellow foam. MS: 470.2 (MH+). Reactants: O=C(OC(C)(C)C)NC1=CC=C(Cl)C=C1. Reagents/catalysts: N=1C=CC(=CC1C=2N=CC=C(C2)C(C)(C)C)C(C)(C)C, O1B(OC(C)(C)C1(C)C)B2OC(C)(C)C(O2)(C)C, O1BOC(C)(C)C1(C)C, C[OH2+].C[OH2+].C1CC=CCCC=C1.C1CC=CCCC=C1.[Ir].[Ir]. Solvent: O(C)C(C)(C)C. Run at temperature 50 celsius, time 18 hour. Product: O=C(OC(C)(C)C)NC1=CC=C(Cl)C=C1B2OC(C)(C)C(O2)(C)C. The yield is 79.0%. RXN SMILES: [C:1]([CH3:2])(=[O:3])[NH:4][CH2:5][CH2:6][c:7]1[cH:8][cH:9][cH:10][c:11]2[cH:12][cH:13][c:14]([O:17][CH2:18][CH2:19][O:20][c:21]3[cH:22][cH:23][c:24](-[c:27]4[cH:28][cH:29][c:30]([C:33](=[O:34])[O:35][CH3:36])[cH:31][cH:32]4)[cH:25][cH:26]3)[cH:15][c:16]12.[CH2:42]1[O:43][CH2:44][CH2:45][CH2:46]1.[CH3:37][OH:38].[Na+:41].[OH-:40].[OH2:39]>>[C:1]([CH3:2])(=[O:3])[NH:4][CH2:5][CH2:6][c:7]1[cH:8][cH:9][cH:10][c:11]2[cH:12][cH:13][c:14]([O:17][CH2:18][CH2:19][O:20][c:21]3[cH:22][cH:23][c:24](-[c:27]4[cH:28][cH:29][c:30]([C:33](=[O:34])[OH:35])[cH:31][cH:32]4)[cH:25][cH:26]3)[cH:15][c:16]12. Starting materials: COC(=O)c1ccc(-c2ccc(OCCOc3ccc4cccc(CCNC(C)=O)c4c3)cc2)cc1, C1CCOC1, CO, [Na+], [OH-], O. Yields the product CC(=O)NCCc1cccc2ccc(OCCOc3ccc(-c4ccc(C(=O)O)cc4)cc3)cc12. Starting materials: ice water, CC1=CC2=C(N=C3N(C2=O)C=C(C=C3)C#N)S1 (2-methyl-4-oxo-4H-pyrido[1,2-a]thieno[2,3-d]pyrimidine-7-carbonitrile), [N-]=[N+]=[N-].[Na+] (sodium azide), [Cl-].[NH4+] (ammonium chloride), Cl (hydrochloric acid). Run in CN(C=O)C (dimethylformamide). Product: CC1=CC2=C(N=C3N(C2=O)C=C(C=C3)C3=NN=NN3)S1 (2-methyl-7-(1H-tetrazol-5-yl)-4H-pyrido[1,2-a]thieno[2,3-d]pyrimidin-4-one). Isolated yield 5.7%. As a reaction SMILES: [CH3:1][C:2]1[S:17][C:5]2[N:6]=[C:7]3[CH:14]=[CH:13][C:12]([C:15]#[N:16])=[CH:11][N:8]3[C:9](=[O:10])[C:4]=2[CH:3]=1.[N-:18]=[N+:19]=[N-:20].[Na+].[Cl-].[NH4+].Cl>CN(C)C=O>[CH3:1][C:2]1[S:17][C:5]2[N:6]=[C:7]3[CH:14]=[CH:13][C:12]([C:15]4[NH:20][N:19]=[N:18][N:16]=4)=[CH:11][N:8]3[C:9](=[O:10])[C:4]=2[CH:3]=1 |f:1.2,3.4|. Procedure: A mixture of 1.5 g (0.0062 mol) of 2-methyl-4-oxo-4H-pyrido[1,2-a]thieno[2,3-d]pyrimidine-7-carbonitrile (Example 27), 1.36 g (0.021 mol) of sodium azide and 1.24 g (0.023 mol) of ammonium chloride in 280 ml of dimethylformamide is heated at 110°-120° C. for twelve hours. The reaction mixture is cooled, poured into 1 l of ice water and acidified with concentrated hydrochloric acid. The resulting precipitate is filtered and dissolved in hot glacial acetic acid, activated charcoal (Darco-G60, Math... The reactants are FC=1C=C(C=NC1)C1=CC(=NC(=N1)SC)N1[C@H](COCC1)C ((S)-4-(6-(5-fluoropyridin-3-yl)-2-(methylthio)pyrimidin-4-yl)-3-methylmorpholine), CSC1=NC=CC=C1B1OC(C)(C)C(C)(C)O1 (2-(methylsulfanyl)pyridine-3-boronic acid pinacol ester), ClC1=CC(=NC(=N1)N1[C@H](COCC1)C)C1=CC=C(C=C1)NC(=O)NC1CC1 ((S)-1-(4-(6-chloro-2-(3-methylmorpholino)pyrimidin-4-yl)phenyl)-3-cyclopropylurea), ClC1=CC(=NC(=N1)N1[C@H](COCC1)C)C1=CC=C(C=C1)NC(=O)NC1CC1 ((S)-1-(4-(6-chloro-2-(3-methylmorpholino)pyrimidin-4-yl)phenyl)-3-cyclopropylurea). Product: C1(CC1)NC(=O)NC1=CC=C(C=C1)C1=NC(=NC(=C1)C=1C(=NC=CC1)SC)N1[C@H](COCC1)C ((S)-1-cyclopropyl-3-(4-(2-(3-methylmorpholino)-6-(2-(methylthio)pyridin-3-yl)pyrimidin-4-yl)phenyl)urea). Isolated yield 65.0%. RXN SMILES: FC1C=C(C2N=C(SC)N=C(N3CCOC[C@@H]3C)C=2)C=NC=1.Cl[C:24]1[N:29]=[C:28]([N:30]2[CH2:35][CH2:34][O:33][CH2:32][C@@H:31]2[CH3:36])[N:27]=[C:26]([C:37]2[CH:42]=[CH:41][C:40]([NH:43][C:44]([NH:46][CH:47]3[CH2:49][CH2:48]3)=[O:45])=[CH:39][CH:38]=2)[CH:25]=1.[CH3:50][S:51][C:52]1[C:57](B2OC(C)(C)C(C)(C)O2)=[CH:56][CH:55]=[CH:54][N:53]=1>>[CH:47]1([NH:46][C:44]([NH:43][C:40]2[CH:41]=[CH:42][C:37]([C:26]3[CH:25]=[C:24]([C:57]4[C:52]([S:51][CH3:50])=[N:53][CH:54]=[CH:55][CH:56]=4)[N:29]=[C:28]([N:30]4[CH2:35][CH2:34][O:33][CH2:32][C@@H:31]4[CH3:36])[N:27]=3)=[CH:38][CH:39]=2)=[O:45])[CH2:49][CH2:48]1. Reported procedure: Method as described for intermediate 5 using (S)-1-(4-(6-chloro-2-(3-methylmorpholino)pyrimidin-4-yl)phenyl)-3-cyclopropylurea (intermediate 22) and 2-(methylsulfanyl)pyridine-3-boronic acid pinacol ester to afford a yellow solid (160 mg, 65%). Reactants: C1(=CC=CC=C1)C1=NC2=CC=CC=C2C(=C1)CCC1CCNCC1 (2-phenyl-4-[2-(4-piperidyl)ethyl] quinoline), ClC(=O)OCC (ethyl chloroformate), aqueous solution, [OH-].[Na+] (sodium hydroxide). Solvent: C(Cl)(Cl)Cl (chloroform). Run at time 17 hour. The product is C(C)OC(=O)N1CCC(CC1)CCC1=CC(=NC2=CC=CC=C12)C1=CC=CC=C1 (4-[2-(1-ethoxycarbonyl-4-piperidyl)-ethyl]-2-phenyl-quinoline). Yield: 104.4%. RXN SMILES: [C:1]1([C:7]2[CH:16]=[C:15]([CH2:17][CH2:18][CH:19]3[CH2:24][CH2:23][NH:22][CH2:21][CH2:20]3)[C:14]3[C:9](=[CH:10][CH:11]=[CH:12][CH:13]=3)[N:8]=2)[CH:6]=[CH:5][CH:4]=[CH:3][CH:2]=1.[OH-].[Na+].Cl[C:28]([O:30][CH2:31][CH3:32])=[O:29]>C(Cl)(Cl)Cl>[CH2:31]([O:30][C:28]([N:22]1[CH2:23][CH2:24][CH:19]([CH2:18][CH2:17][C:15]2[C:14]3[C:9](=[CH:10][CH:11]=[CH:12][CH:13]=3)[N:8]=[C:7]([C:1]3[CH:2]=[CH:3][CH:4]=[CH:5][CH:6]=3)[CH:16]=2)[CH2:20][CH2:21]1)=[O:29])[CH3:32] |f:1.2|. Procedure: A solution of 15.6 g of 2-phenyl-4-[2-(4-piperidyl)ethyl] quinoline, prepared as indicated in Example 16, in 200 ml of chloroform is treated with stirring with 200 ml of a 1 N aqueous solution of sodium hydroxide. Then 21.7 g of ethyl chloroformate are added, drop by drop, and the suspension obtained is stirred for 17 hours at the ambient temperature. After separation, the organic phase is washed with water, dried over magnesium sulphate, then evaporated under reduced pressure. 20 g of 4-[2-(1-e... The reactants are C(CCCCCCCCCCC)N1CN(CN(C1)CCCCCCCCCCCC)CCCCCCCCCCCC (1,3,5-tridodecyl-1,3,5-triazacyclohexane), C(CCCCCCCCCCC)N (dodecylamine), C(O)CN (ethanolamine), C=O (paraformaldehyde), C=O (paraformaldehyde). Solvent: CCOCC (ether), C(C)O (ethanol). Run at time 1 day. Product: C(CCCCCCCCCCC)N1CN(CN(C1)CCO)CCCCCCCCCCCC (1,3-didodecyl-5-(2-hydroxyethyl)-1,3,5-triazacyclohexane). As a reaction SMILES: C(N)CCCCCCCCCCC.[CH2:14]([CH2:16][NH2:17])[OH:15].C=O.[CH2:20]([N:32]1[CH2:37]N(CCCCCCCCCCCC)[CH2:35][N:34]([CH2:50][CH2:51][CH2:52][CH2:53][CH2:54][CH2:55][CH2:56][CH2:57][CH2:58][CH2:59][CH2:60][CH3:61])[CH2:33]1)[CH2:21][CH2:22][CH2:23][CH2:24][CH2:25][CH2:26][CH2:27][CH2:28][CH2:29][CH2:30][CH3:31]>C(O)C.CCOCC>[CH2:50]([N:34]1[CH2:35][N:17]([CH2:16][CH2:14][OH:15])[CH2:37][N:32]([CH2:20][CH2:21][CH2:22][CH2:23][CH2:24][CH2:25][CH2:26][CH2:27][CH2:28][CH2:29][CH2:30][CH3:31])[CH2:33]1)[CH2:51][CH2:52][CH2:53][CH2:54][CH2:55][CH2:56][CH2:57][CH2:58][CH2:59][CH2:60][CH3:61]. Procedure: 48 g of dodecylamine (259 mmol) and 1.7 ml of ethanolamine (29 mmol) were dissolved in 100 ml of ethanol, after which 8.6 g of paraformaldehyde (287 mmol) were added and the mixture was stirred. The turbidity caused by 1,3,5-tridodecyl-1,3,5-triazacyclohexane was redissolved every now and again by addition of ether. After about 1 day, all the paraformaldehyde had dissolved. The solvent was then removed on a rotary evaporator, the residue was dissolved in a little toluene and the product was then... Reactants: CCOC(=O)c1c(C)cc2c(c1C)C(=O)OC2=O, O=C(O)CC(=O)O. Product: CCOC(=O)c1c(C)cc2c(c1C)C(=O)OC2(C)O. RXN SMILES: [CH3:1][c:2]1[cH:3][c:4]2[c:5]([c:6]([CH3:13])[c:7]1[C:8](=[O:9])[O:10][CH2:11][CH3:12])[C:14](=[O:15])[O:16][C:17]2=[O:18].[OH:19][C:20]([CH2:21][C:22](=[O:23])[OH:24])=[O:25]>>[CH3:1][c:2]1[cH:3][c:4]2[c:5]([c:6]([CH3:13])[c:7]1[C:8](=[O:9])[O:10][CH2:11][CH3:12])[C:14](=[O:15])[O:16][C:17]2([OH:18])[CH3:20].